From a dataset of the Open Reaction Database (ORD), a public repository of structured organic reaction records. describe an organic reaction: reactants, conditions, products, and yield Reactants: BrCc1ccccc1, [K+], [K+], O=C([O-])[O-], CN(C)C=O, COC(=O)c1ccc(I)cc1O. Yields the product COC(=O)c1ccc(I)cc1OCc1ccccc1. As a reaction SMILES: [Br:13][CH2:14][c:15]1[cH:16][cH:17][cH:18][cH:19][cH:20]1.[K+:21].[K+:22].[O-:23][C:24]([O-:25])=[O:26].[O:27]=[CH:28][N:29]([CH3:30])[CH3:31].[OH:1][c:2]1[c:3]([C:4](=[O:5])[O:6][CH3:7])[cH:8][cH:9][c:10]([I:12])[cH:11]1>>[O:1]([c:2]1[c:3]([C:4](=[O:5])[O:6][CH3:7])[cH:8][cH:9][c:10]([I:12])[cH:11]1)[CH2:14][c:15]1[cH:16][cH:17][cH:18][cH:19][cH:20]1. Reactants: BrCc1ccccc1, COC(=O)C12CCC(NC(=O)OC(C)(C)C)(CC1)CC2, CCCC[N+](CCCC)(CCCC)CCCC, [H-], [I-], [Na+], CN(C)C=O. The product is COC(=O)C12CCC(N(Cc3ccccc3)C(=O)OC(C)(C)C)(CC1)CC2. RXN SMILES: [Br:23][CH2:24][c:25]1[cH:26][cH:27][cH:28][cH:29][cH:30]1.[C:1]([CH3:2])([CH3:3])([CH3:4])[O:5][C:6](=[O:7])[NH:8][C:9]12[CH2:10][CH2:11][C:12]([C:17](=[O:18])[O:19][CH3:20])([CH2:13][CH2:14]1)[CH2:15][CH2:16]2.[CH2:37]([N+:38]([CH2:39][CH2:40][CH2:41][CH3:42])([CH2:43][CH2:44][CH2:45][CH3:46])[CH2:47][CH2:48][CH2:49][CH3:50])[CH2:51][CH2:52][CH3:53].[H-:21].[I-:36].[Na+:22].[O:31]=[CH:32][N:33]([CH3:34])[CH3:35]>>[C:1]([CH3:2])([CH3:3])([CH3:4])[O:5][C:6](=[O:7])[N:8]([C:9]12[CH2:10][CH2:11][C:12]([C:17](=[O:18])[O:19][CH3:20])([CH2:13][CH2:14]1)[CH2:15][CH2:16]2)[CH2:24][c:25]1[cH:26][cH:27][cH:28][cH:29][cH:30]1. The reactants are C(#N)C1(CCC(CC1)=O)C1=CC(=C(C=C1)OC)OC1CCCC1 (4-cyano-4-(3-cyclopentyloxy-4-methoxyphenyl)cyclohexan-1-one), C(OC)(OC)OC (trimethyl orthoformate), C1(=CC=C(C=C1)S(=O)(=O)O)C (p-toluenesulfonic acid). Solvent: CO (methanol). The product is COC1(CCC(CC1)(C1=CC(=C(C=C1)OC)OC1CCCC1)C#N)OC (4-Cyano-4-(3-cyclopentyloxy-4-methoxyphenyl)cyclohexan-1-one dimethyl ketal). Isolated yield 99.1%. RXN SMILES: [C:1]([C:3]1([C:10]2[CH:15]=[CH:14][C:13]([O:16][CH3:17])=[C:12]([O:18][CH:19]3[CH2:23][CH2:22][CH2:21][CH2:20]3)[CH:11]=2)[CH2:8][CH2:7]C(=O)[CH2:5][CH2:4]1)#[N:2].[CH:24]([O:29][CH3:30])([O:27][CH3:28])OC.C1(C)C=CC(S(O)(=O)=O)=CC=1>CO>[CH3:30][O:29][C:24]1([O:27][CH3:28])[CH2:5][CH2:4][C:3]([C:1]#[N:2])([C:10]2[CH:15]=[CH:14][C:13]([O:16][CH3:17])=[C:12]([O:18][CH:19]3[CH2:23][CH2:22][CH2:21][CH2:20]3)[CH:11]=2)[CH2:8][CH2:7]1. Procedure: A mixture of 4-cyano-4-(3-cyclopentyloxy-4-methoxyphenyl)cyclohexan-1-one (0.5 g, 1.6 mmol), trimethyl orthoformate (0.21 mL, 1.9 mmol) and a catalytic amount of p-toluenesulfonic acid in methanol (2.0 mL) was heated gently under an argon atmosphere for 2 h. The mixture was cooled, was partitioned between aqueous sodium carbonate and ethyl acetate, was extracted twice with ethyl acetate, the organic extract was dried (potassium carbonate) and the solvent was removed in vacuo to provide an oil (0... Product: BrC=1C=C(C=2NC=3C=C(C=CC3C2N1)Cl)C(=O)OC (methyl 2-bromo-7-chloro-5H-pyrido[3,2-b]indole-4-carboxylate). Solvent: C1CCOC1 (THF). Reaction SMILES: ClCCCl.[N:5]([C:8]1[C:17]([C:18]2[CH:23]=[CH:22][C:21]([Cl:24])=[CH:20][CH:19]=2)=[N:16][C:15]([Br:25])=[CH:14][C:9]=1[C:10]([O:12][CH3:13])=[O:11])=[N+]=[N-]>C1COCC1.CCCCCCCC(O)=O.CCCCCCCC(O)=O.CCCCCCCC(O)=O.CCCCCCCC(O)=O.[Rh].[Rh]>[Br:25][C:15]1[CH:14]=[C:9]([C:10]([O:12][CH3:13])=[O:11])[C:8]2[NH:5][C:19]3[CH:20]=[C:21]([Cl:24])[CH:22]=[CH:23][C:18]=3[C:17]=2[N:16]=1 |f:3.4.5.6.7.8|. The yield is 85.9%. Reactants: ClCCCl (1.2-Dichloroethane), N(=[N+]=[N-])C1=C(C(=O)OC)C=C(N=C1C1=CC=C(C=C1)Cl)Br (methyl 3-azido-6-bromo-2-(4-chlorophenyl)isonicotinate). Reaction conditions: temperature 80 celsius. The reagents and catalysts are CCCCCCCC(=O)O.CCCCCCCC(=O)O.CCCCCCCC(=O)O.CCCCCCCC(=O)O.[Rh].[Rh] (rhodium octanoate dimer). Procedure: 1.2-Dichloroethane (4.4 mL) was added to a mixture of methyl 3-azido-6-bromo-2-(4-chlorophenyl)isonicotinate (2.42 g, 6.58 mmol), rhodium octanoate dimer (0.41 g, 0.53 mmol) and crushed 4A° molecular sieves (2.5 gm) and heated at 80° C. for 24 hr. The reaction was diluted with THF and filtered. The collected solid was washed with multiple portions of hot THF to extract remaining product. The solvent was removed from the combined filtrates and the residue was suspended in MeOH and the product was... The reactants are C(C)(=O)C1=CC(=C(N)C=C1F)Cl (4-acetyl-2-chloro-5-fluoroaniline), ClN1C(CCC1=O)=O (N-chlorosuccinimide). The solvent is C1(=CC=CC=C1)C (toluene). Product: C(C)(=O)C1=C(C(=C(N)C(=C1)Cl)Cl)F (4-Acetyl-2,6-dichloro-3-fluoroaniline). As a reaction SMILES: [C:1]([C:4]1[C:10]([F:11])=[CH:9][C:7]([NH2:8])=[C:6]([Cl:12])[CH:5]=1)(=[O:3])[CH3:2].[Cl:13]N1C(=O)CCC1=O>C1(C)C=CC=CC=1>[C:1]([C:4]1[CH:5]=[C:6]([Cl:12])[C:7]([NH2:8])=[C:9]([Cl:13])[C:10]=1[F:11])(=[O:3])[CH3:2]. Procedure details: In 10 mL of toluene, 0.5 g of 4-acetyl-2-chloro-5-fluoroaniline and 0.42 g of N-chlorosuccinimide are heated at reflux for several hours until the reaction is complete. The mixture is filtered and the filter cake is washed with H2O. The filtrate of the original reaction mixture is concentrated to afford a precipitate which is collected and washed with H2O. The solids are combined to afford the crude title compound, which is used further as is. Starting materials: C(C1=CN=CC=C1)=O (nicotinaldehyde), C(CC(=O)C)(=O)OCCN1CCN(CC1)C(C1=CC=CC=C1)C1=CC=CC=C1 (2-(4-benzhydryl-1-piperazinyl)ethyl acetoacetate), N\C(=C/C(=O)OC)\C (methyl 3-aminocrotonate), C(C)(C)O (isopropyl alcohol). Product: CC=1NC(=C(C(C1C(=O)OCCN1CCN(CC1)C(C1=CC=CC=C1)C1=CC=CC=C1)C=1C=NC=CC1)C(=O)OC)C (2-(4-benzhydryl-1-piperazinyl)ethyl methyl 2,6-dimethyl-4-(3-pyridyl)-1,4-dihydropyridine-3,5-dicarboxylate). Yield: 46.3%. As a reaction SMILES: [CH:1](=O)[C:2]1[CH:7]=[CH:6][CH:5]=[N:4][CH:3]=1.[C:9]([O:15][CH2:16][CH2:17][N:18]1[CH2:23][CH2:22][N:21]([CH:24]([C:31]2[CH:36]=[CH:35][CH:34]=[CH:33][CH:32]=2)[C:25]2[CH:30]=[CH:29][CH:28]=[CH:27][CH:26]=2)[CH2:20][CH2:19]1)(=[O:14])[CH2:10]C(C)=O.[NH2:37]/[C:38](/[CH3:44])=[CH:39]\[C:40]([O:42][CH3:43])=[O:41].[CH:45](O)(C)[CH3:46]>>[CH3:45][C:46]1[NH:37][C:38]([CH3:44])=[C:39]([C:40]([O:42][CH3:43])=[O:41])[CH:1]([C:2]2[CH:3]=[N:4][CH:5]=[CH:6][CH:7]=2)[C:10]=1[C:9]([O:15][CH2:16][CH2:17][N:18]1[CH2:19][CH2:20][N:21]([CH:24]([C:31]2[CH:32]=[CH:33][CH:34]=[CH:35][CH:36]=2)[C:25]2[CH:26]=[CH:27][CH:28]=[CH:29][CH:30]=2)[CH2:22][CH2:23]1)=[O:14]. Procedure: A mixture of nicotinaldehyde, 2-(4-benzhydryl-1-piperazinyl)ethyl acetoacetate and methyl 3-aminocrotonate was worked up in isopropyl alcohol in the same manner as Example 1 to give 2-(4-benzhydryl-1-piperazinyl)ethyl methyl 2,6-dimethyl-4-(3-pyridyl)-1,4-dihydropyridine-3,5-dicarboxylate. Recrystallization from methanol gave colorless crystals, m.p. 227°-228° C. Yield 46.3%. The reactants are C(C)(C)(C)OC(=O)NC1C(N(C2=C(C(=N1)C1=C(C=CC=C1)F)C=CC=C2)CC2=NC=CC=C2C(=O)OC)=O ((3RS)-3-tert-butoxycarbonylamino-2,3-dihydro-5-(2-fluorophenyl)-1-(3-methoxycarbonylpyridin-2-yl) methyl-1H-1,4-benzodiazepin-2-one), Cl (hydrogen chloride). The solvent is C(Cl)(Cl)Cl (chloroform). Run at time 1 hour. The product is NC1C(N(C2=C(C(=N1)C1=C(C=CC=C1)F)C=CC=C2)CC2=NC=CC=C2C(=O)OC)=O ((3RS)-3-amino-2,3-dihydro-5-(2-fluorophenyl)-1-(3-methoxycarbonylpyridin-2-yl)methyl-1H-1,4-benzodiazepin-2-one). Isolated yield 99.1%. Reaction SMILES: C(OC([NH:8][CH:9]1[N:15]=[C:14]([C:16]2[CH:21]=[CH:20][CH:19]=[CH:18][C:17]=2[F:22])[C:13]2[CH:23]=[CH:24][CH:25]=[CH:26][C:12]=2[N:11]([CH2:27][C:28]2[C:33]([C:34]([O:36][CH3:37])=[O:35])=[CH:32][CH:31]=[CH:30][N:29]=2)[C:10]1=[O:38])=O)(C)(C)C.Cl>C(Cl)(Cl)Cl>[NH2:8][CH:9]1[N:15]=[C:14]([C:16]2[CH:21]=[CH:20][CH:19]=[CH:18][C:17]=2[F:22])[C:13]2[CH:23]=[CH:24][CH:25]=[CH:26][C:12]=2[N:11]([CH2:27][C:28]2[C:33]([C:34]([O:36][CH3:37])=[O:35])=[CH:32][CH:31]=[CH:30][N:29]=2)[C:10]1=[O:38]. Reported procedure: A solution of (3RS)-3-tert-butoxycarbonylamino-2,3-dihydro-5-(2-fluorophenyl)-1-(3-methoxycarbonylpyridin-2-yl) methyl-1H-1,4-benzodiazepin-2-one (0.80 g) in chloroform (10 ml) was treated with hydrogen chloride at room temperature and the mixture was stirred for 1 hour under the same condition. The mixture was concentrated in vacuo and the residue was taken up with chloroform. The organic layer was washed with a saturated sodium carbonate aqueous solution, dried over sodium sulfate, filtered an... The reactants are BrCC1=NC2=CC=CC=C2C=C1CBr (2,3-di(bromomethyl)quinoline), P(OC)(OC)OC (trimethyl phosphite). Solvent: C1(=CC=CC=C1)C (toluene). The product is BrCC=1C(=NC2=CC=CC=C2C1)CP(=O)(OC)OC (3-bromomethyl-2-(dimethylphosphonomethyl)quinoline). Yield: 72.6%. RXN SMILES: Br[CH2:2][C:3]1[C:12]([CH2:13][Br:14])=[CH:11][C:10]2[C:5](=[CH:6][CH:7]=[CH:8][CH:9]=2)[N:4]=1.[P:15]([O:20]C)([O:18][CH3:19])[O:16][CH3:17]>C1(C)C=CC=CC=1>[Br:14][CH2:13][C:12]1[C:3]([CH2:2][P:15]([O:18][CH3:19])([O:16][CH3:17])=[O:20])=[N:4][C:5]2[C:10]([CH:11]=1)=[CH:9][CH:8]=[CH:7][CH:6]=2. Reported procedure: A mixture of 2,3-di(bromomethyl)quinoline (0.50 g, 1.4 mmol) and trimethyl phosphite (0.18 ml, 1.4 mmol) was refluxed in toluene for 4 hours. The reaction mixture was then concentrated in vacuo and the residue was flash chromatographed on silica gel. Elution with ethyl acetate afforded 0.35 g of 3-bromomethyl-2-(dimethylphosphonomethyl)quinoline.